Dataset: the Open Reaction Database (ORD), a public repository of structured organic reaction records. Task: describe an organic reaction: reactants, conditions, products, and yield The reactants are C(=O)C1=C(OC=2C=C(C#N)C=CC2)C=C(C=C1)C(F)(F)F (3-[2-Formyl-5-(trifluoromethyl)phenoxy]benzonitrile), [BH4-].[Na+] (sodium borohydride). Solvent: C(C)O (ethanol). Conditions: time 8 hour. Yields the product OCC1=C(OC=2C=C(C#N)C=CC2)C=C(C=C1)C(F)(F)F (3-[2-(Hydroxymethyl)-5-(trifluoromethyl)phenoxy]benzonitrile). RXN SMILES: [CH:1]([C:3]1[CH:17]=[CH:16][C:15]([C:18]([F:21])([F:20])[F:19])=[CH:14][C:4]=1[O:5][C:6]1[CH:7]=[C:8]([CH:11]=[CH:12][CH:13]=1)[C:9]#[N:10])=[O:2].[BH4-].[Na+]>C(O)C>[OH:2][CH2:1][C:3]1[CH:17]=[CH:16][C:15]([C:18]([F:19])([F:20])[F:21])=[CH:14][C:4]=1[O:5][C:6]1[CH:7]=[C:8]([CH:11]=[CH:12][CH:13]=1)[C:9]#[N:10] |f:1.2|. Reported procedure: The product from step (i) (2.0 g) was dissolved in dry ethanol (20 ml) then sodium borohydride (0.15 g) added. The mixture was stirred at RT overnight then evaporated under reduced pressure to give a white solid. The solid was partitioned between 2M hydrochloric acid and ethylacetate, the organics were dried and evaporated under reduced pressure, yield 0.70 g. Reactants: FC(OC1=CC=C(CC2CCNCC2)C=C1)(F)F (4-(4-trifluoromethoxybenzyl)piperidine), ClC=1N(C=C(N1)[N+](=O)[O-])C[C@]1(OC1)C ((R)-2-chloro-1-(2-methyloxiran-2-ylmethyl)-4-nitroimidazole). The product is ClC=1N(C=C(N1)[N+](=O)[O-])C[C@](CN1CCC(CC1)CC1=CC=C(C=C1)OC(F)(F)F)(O)C ((S)-1-(2-chloro-4-nitroimidazol-1-yl)-2-methyl-3-[4-(4-trifluoromethoxybenzyl)piperidin-1-yl]propan-2-ol). RXN SMILES: [F:1][C:2]([F:18])([F:17])[O:3][C:4]1[CH:16]=[CH:15][C:7]([CH2:8][CH:9]2[CH2:14][CH2:13][NH:12][CH2:11][CH2:10]2)=[CH:6][CH:5]=1.[Cl:19][C:20]1[N:21]([CH2:28][C@:29]2([CH3:32])[CH2:31][O:30]2)[CH:22]=[C:23]([N+:25]([O-:27])=[O:26])[N:24]=1>>[Cl:19][C:20]1[N:21]([CH2:28][C@@:29]([CH3:32])([OH:30])[CH2:31][N:12]2[CH2:13][CH2:14][CH:9]([CH2:8][C:7]3[CH:6]=[CH:5][C:4]([O:3][C:2]([F:17])([F:1])[F:18])=[CH:16][CH:15]=3)[CH2:10][CH2:11]2)[CH:22]=[C:23]([N+:25]([O-:27])=[O:26])[N:24]=1. Procedure details: Using 4-(4-trifluoromethoxybenzyl)piperidine and (R)-2-chloro-1-(2-methyloxiran-2-ylmethyl)-4-nitroimidazole prepared in Example 12 gave (S)-1-(2-chloro-4-nitroimidazol-1-yl)-2-methyl-3-[4-(4-trifluoromethoxybenzyl)piperidin-1-yl]propan-2-ol (crude) as a yellow oil in the same manner as in Example 270. Reactants: OC[C@@H](C1=CC=CC=C1)NC(=O)C1=NN(C(=C1)C)CC1=CC=C(C=C1)C (N-[(1R)-2-Hydroxy-1-phenylethyl]-5-methyl-1-(4-methylbenzyl)-1H-pyrazole-3-carboxamide), [OH-].C(=O)(OC)NS(=O)(=O)[N+](CC)(CC)CC (carbomethoxysulfamoyltriethylammonium hydroxide). Solvent: C1CCOC1 (THF), O (water). Conditions: temperature 70 celsius. The product is CC1=CC(=NN1CC1=CC=C(C=C1)C)C=1OCC(N1)C1=CC=CC=C1 (2-[5-Methyl-1-(4-methylbenzyl)-1H-pyrazol-3-yl]-4-phenyl-4,5-dihydro-1,3-oxazole). The yield is 69.4%. RXN SMILES: O[CH2:2][C@H:3]([NH:10][C:11]([C:13]1[CH:17]=[C:16]([CH3:18])[N:15]([CH2:19][C:20]2[CH:25]=[CH:24][C:23]([CH3:26])=[CH:22][CH:21]=2)[N:14]=1)=[O:12])[C:4]1[CH:9]=[CH:8][CH:7]=[CH:6][CH:5]=1.[OH-].C(NS([N+](CC)(CC)CC)(=O)=O)(OC)=O>C1COCC1.O>[CH3:18][C:16]1[N:15]([CH2:19][C:20]2[CH:21]=[CH:22][C:23]([CH3:26])=[CH:24][CH:25]=2)[N:14]=[C:13]([C:11]2[O:12][CH2:2][CH:3]([C:4]3[CH:9]=[CH:8][CH:7]=[CH:6][CH:5]=3)[N:10]=2)[CH:17]=1 |f:1.2|. Procedure: A mixture of N-[(1R)-2-hydroxy-1-phenylethyl]-5-methyl-1-(4-methylbenzyl)-1H-pyrazole-3-carboxamide (Step 1, 350 mg, 1.0 mmol) and carbomethoxysulfamoyltriethylammonium hydroxide inner salt (Burgess' reagent, 310 mg, 1.03 mmol) in THF (20 mL) was heated at 70° C. for 1 h. After being cooled to rt, the mixture was diluted with water (10 mL), and the organic phase was extracted with ethyl acetate (1×25 mL), washed with brine (1×25 mL), dried (Na2SO4), filtered, and concentrated to dryness. The cru... Reactants: C(C)C(C1=CC=C(C(=O)O)C=C1)(P(=O)(O)O)CC (4-(Diethyl phosphonomethyl)benzoic acid), B#B (diborane). Run in C1CCOC1 (THF), C1CCOC1 (THF). Yields the product C(C)C(C1=CC=C(CO)C=C1)(P(=O)(O)O)CC (4-(Diethyl phosphonomethyl)benzyl alcohol). Reaction SMILES: [CH2:1]([C:3]([CH2:17][CH3:18])([P:13]([OH:16])([OH:15])=[O:14])[C:4]1[CH:12]=[CH:11][C:7]([C:8](O)=[O:9])=[CH:6][CH:5]=1)[CH3:2].B#B>C1COCC1>[CH2:17]([C:3]([CH2:1][CH3:2])([P:13]([OH:15])([OH:16])=[O:14])[C:4]1[CH:12]=[CH:11][C:7]([CH2:8][OH:9])=[CH:6][CH:5]=1)[CH3:18]. Reported procedure: 4-(Diethyl phosphonomethyl)benzoic acid (66 mmol) was suspended in anhydrous THF (75 mL) under a nitrogen atmosphere. The reaction was cooled in an ice bath while diborane 1M in THF (72.6 mmol ) was added dropwise to the acid. Once the addition was complete the reaction was allowed to gradually warm to room temperature over several hours. The reaction was quenched by the careful addition of H2O (50 mL), then most of the THF was removed on a rotatory evaporator. The residue was partitioned betwee... Starting materials: ClC1=CN=C2C(C3=C(CCN21)C=CC=C3)=C3CCN(CC3)C(=O)OCC (ethyl 4-(3-chloro-5,6-dihydro-11H-imidazo[2,1-b][3]benzazepin-11-ylidene)-1-piperidinecarboxylate), [OH-].[K+] (potassium hydroxide). Solvent: C(C)(C)O (isopropanol). Yields the product ClC1=CN=C2C(C3=C(CCN21)C=CC=C3)=C3CCNCC3 (3-chloro-6,11-dihydro-11-(4-piperidinylidene)-5H-imidazo[2,1-b][3]benzazepine). Isolated yield 6.7%. RXN SMILES: [Cl:1][C:2]1[N:11]2[C:5]([C:6](=[C:16]3[CH2:21][CH2:20][N:19](C(OCC)=O)[CH2:18][CH2:17]3)[C:7]3[CH:15]=[CH:14][CH:13]=[CH:12][C:8]=3[CH2:9][CH2:10]2)=[N:4][CH:3]=1.[OH-].[K+]>C(O)(C)C>[Cl:1][C:2]1[N:11]2[C:5]([C:6](=[C:16]3[CH2:21][CH2:20][NH:19][CH2:18][CH2:17]3)[C:7]3[CH:15]=[CH:14][CH:13]=[CH:12][C:8]=3[CH2:9][CH2:10]2)=[N:4][CH:3]=1 |f:1.2|. Procedure details: A mixture of intermediate 12 (30.4 g) and potassium hydroxide (46 g) in isopropanol (370 ml) was stirred and refluxed for 6 hours. The solvent was evaporated. The residue was taken up in water and extracted with DCM. The organic layer was separated, dried (MgSO4), filtered and the solvent was evaporated. The residue was crystallized from ACN. The precipitate was filtered off and dried, yielding 1.65 g (90%) of 3-chloro-6,11-dihydro-11-(4-piperidinylidene)-5H-imidazo[2,1-b][3]benzazepine (interme... Starting materials: ice, [OH-].C(C1=CC=CC=C1)[N+](CC)(CC)CC (benzyl triethylammonium hydroxide), C(CC1=CC=CC=C1)C(C1=C(C=C(C=C1)Cl)Cl)C#N (α-phenethyl-2,4-dichlorobenzyl cyanide), N1=CC=CC=C1 (pyridine), C=O (paraformaldehyde). Solvent: O (water). Reaction conditions: time 24 hour. Product: C(#N)C(CO)(CCC1=CC=CC=C1)C1=C(C=C(C=C1)Cl)Cl (2-cyano-2-(2,4-dichlorophenyl)-4-phenyl butan-1-ol). RXN SMILES: [CH2:1]([CH:9]([C:18]#[N:19])[C:10]1[CH:15]=[CH:14][C:13]([Cl:16])=[CH:12][C:11]=1[Cl:17])[CH2:2][C:3]1[CH:8]=[CH:7][CH:6]=[CH:5][CH:4]=1.N1C=CC=CC=1.[CH2:26]=[O:27].[OH-].C([N+](CC)(CC)CC)C1C=CC=CC=1>O>[C:18]([C:9]([C:10]1[CH:15]=[CH:14][C:13]([Cl:16])=[CH:12][C:11]=1[Cl:17])([CH2:1][CH2:2][C:3]1[CH:8]=[CH:7][CH:6]=[CH:5][CH:4]=1)[CH2:26][OH:27])#[N:19] |f:3.4|. Procedure: To an ice cold stirred solution of α-phenethyl-2,4-dichlorobenzyl cyanide (26.5 g., 0.09 mole) in 200 ml. of pyridine containing a suspension of paraformaldehyde (11 g., 0.35 mole) is added 1 ml. of benzyl triethylammonium hydroxide. The mixture is stirred under nitrogen at room temperature for 24 hours. The reaction mixture is poured into 1 liter of water and extracted with ether. The combined ether extracts are washed with water, saturated sodium chloride solution and dried over magnesium sulf... Reported procedure: A solution of 2.50 g (4.4 mmol) of 1-{(2-ethoxycarbonylvinyl)-[4-(4-fluorophenoxy)benzenesulfonyl]amino}cyclopentanecarboxylic acid benzyl ester in 25 mL of ethanol was treated with 2.5 9 of 50% water wet 10% palladium on carbon catalyst and shaken under 53 psi of hydrogen for 21 hours. The catalyst was removed by filtration and washed with ethanol (4×25 mL). The filtrate and washings were combined and concentrated under vacuum to 1.74 g (82%) of crude 1-{(2-ethoxycarbonylethyl)-[4-(4-fluorophen... Product: C(C)OC(=O)CCN(C1(CCCC1)C(=O)O)S(=O)(=O)C1=CC=C(C=C1)OC1=CC=C(C=C1)F (1-{(2-Ethoxycarbonylethyl)-[4-(4-fluorophenoxy)benzenesulfonyl]amino}-cyclopentane-carboxylic Acid). Reagents/catalysts: O (water). Reaction SMILES: C([O:8][C:9]([C:11]1([N:16]([CH:34]=[CH:35][C:36]([O:38][CH2:39][CH3:40])=[O:37])[S:17]([C:20]2[CH:25]=[CH:24][C:23]([O:26][C:27]3[CH:32]=[CH:31][C:30]([F:33])=[CH:29][CH:28]=3)=[CH:22][CH:21]=2)(=[O:19])=[O:18])[CH2:15][CH2:14][CH2:13][CH2:12]1)=[O:10])C1C=CC=CC=1.[H][H]>C(O)C.O>[CH2:39]([O:38][C:36]([CH2:35][CH2:34][N:16]([S:17]([C:20]1[CH:21]=[CH:22][C:23]([O:26][C:27]2[CH:28]=[CH:29][C:30]([F:33])=[CH:31][CH:32]=2)=[CH:24][CH:25]=1)(=[O:19])=[O:18])[C:11]1([C:9]([OH:10])=[O:8])[CH2:15][CH2:14][CH2:13][CH2:12]1)=[O:37])[CH3:40]. The reactants are C(C1=CC=CC=C1)OC(=O)C1(CCCC1)N(S(=O)(=O)C1=CC=C(C=C1)OC1=CC=C(C=C1)F)C=CC(=O)OCC (1-{(2-ethoxycarbonylvinyl)-[4-(4-fluorophenoxy)benzenesulfonyl]amino}cyclopentanecarboxylic acid benzyl ester), [H][H] (hydrogen). Solvent: C(C)O (ethanol). Reactants: NC=1SC(=CC1C(=O)N)C1=C(C=C(C=C1F)C(C)(C)O)F (2-amino-5-[2,6-difluoro-4-(1-hydroxy-1-methylethyl)phenyl]thiophene-3-carboxamide), BrC1=NC(=CC=C1)C=1CCOCC1 (2-bromo-6-(3,6-dihydro-2H-pyran-4-yl)pyridine). The product is FC1=C(C(=CC(=C1)C(C)(C)O)F)C1=CC(=C(S1)NC1=NC(=CC=C1)C=1CCOCC1)C(=O)N (5-[2,6-Difluoro-4-(1-hydroxy-1-methylethyl)phenyl]-2-{[6-(3,6-dihydro-2H-pyran-4-yl)pyridin-2-yl]amino}thiophene-3-carboxamide). As a reaction SMILES: [NH2:1][C:2]1[S:3][C:4]([C:10]2[C:15]([F:16])=[CH:14][C:13]([C:17]([OH:20])([CH3:19])[CH3:18])=[CH:12][C:11]=2[F:21])=[CH:5][C:6]=1[C:7]([NH2:9])=[O:8].Br[C:23]1[CH:28]=[CH:27][CH:26]=[C:25]([C:29]2[CH2:30][CH2:31][O:32][CH2:33][CH:34]=2)[N:24]=1>>[F:16][C:15]1[CH:14]=[C:13]([C:17]([OH:20])([CH3:18])[CH3:19])[CH:12]=[C:11]([F:21])[C:10]=1[C:4]1[S:3][C:2]([NH:1][C:23]2[CH:28]=[CH:27][CH:26]=[C:25]([C:29]3[CH2:30][CH2:31][O:32][CH2:33][CH:34]=3)[N:24]=2)=[C:6]([C:7]([NH2:9])=[O:8])[CH:5]=1. Procedure: The title compound was prepared by using the procedure listed in Example 1 with 2-amino-5-[2,6-difluoro-4-(1-hydroxy-1-methylethyl)phenyl]thiophene-3-carboxamide (0.24 g, 0.75 mmol) and 2-bromo-6-(3,6-dihydro-2H-pyran-4-yl)pyridine (0.18 g, 0.74 mmol) as the starting materials. Product: C(C1=CC=CC=C1)C1=NNC(C2=CC=C(C=C12)C1=CC=NC=C1)=O (4-benzyl-6-(pyridin-4-yl)phthalazin-1(2H)-one). The reactants are C(C1=CC=CC=C1)C1=NNC(C2=CC=C(C=C12)Br)=O (4-Benzyl-6-bromo-2H-phthalazin-1-one), N1=CC=C(C=C1)B(O)O (pyridin-4-ylboronic acid), [1,1′-bis(diphenylphosphino)-ferrocene]dichloropalladium(II)aaduct, ClCCl (dichloromethane), C([O-])([O-])=O.[K+].[K+] (potassium carbonate). Run in C(OC)COC (dimethoxyethane), C(C)O (ethanol), O (water). Procedure details: A suspension of EXAMPLE 1E (75 mg, 0.24 mmol), pyridin-4-ylboronic acid (44 mg, 0.36 mmol), [1,1′-bis(diphenylphosphino)-ferrocene]dichloropalladium(II)aaduct with dichloromethane (19.4 mg, 0.024 mmol) and potassium carbonate (66 mg, 0.48 mmol) in a mixture of 7:3:2 dimethoxyethane:water:ethanol (3 mL) was heated in a Biotage Initiator microwave at 150° C. for 20 minutes. The volatiles were removed, and the residue was purified by HPLC (Zorbax C-18, 0-100% gradient acetonitrile in water containi... As a reaction SMILES: [CH2:1]([C:8]1[C:17]2[C:12](=[CH:13][CH:14]=[C:15](Br)[CH:16]=2)[C:11](=[O:19])[NH:10][N:9]=1)[C:2]1[CH:7]=[CH:6][CH:5]=[CH:4][CH:3]=1.[N:20]1[CH:25]=[CH:24][C:23](B(O)O)=[CH:22][CH:21]=1.ClCCl.C(=O)([O-])[O-].[K+].[K+]>C(O)C.O.C(COC)OC>[CH2:1]([C:8]1[C:17]2[C:12](=[CH:13][CH:14]=[C:15]([C:23]3[CH:24]=[CH:25][N:20]=[CH:21][CH:22]=3)[CH:16]=2)[C:11](=[O:19])[NH:10][N:9]=1)[C:2]1[CH:7]=[CH:6][CH:5]=[CH:4][CH:3]=1 |f:3.4.5|. Starting materials: Clc1ccc(I)cn1, CC(C)(C)OC(=O)NC1CCNC1. The product is CC(C)(C)OC(=O)NC1CCN(c2ccc(Cl)nc2)C1. Reaction SMILES: [Cl:14][c:15]1[n:16][cH:17][c:18]([I:21])[cH:19][cH:20]1.[NH:1]1[CH2:2][CH:3]([NH:6][C:7]([O:8][C:9]([CH3:10])([CH3:11])[CH3:12])=[O:13])[CH2:4][CH2:5]1>>[N:1]1([c:18]2[cH:17][n:16][c:15]([Cl:14])[cH:20][cH:19]2)[CH2:2][CH:3]([NH:6][C:7]([O:8][C:9]([CH3:10])([CH3:11])[CH3:12])=[O:13])[CH2:4][CH2:5]1.